This data is from the Open Reaction Database (ORD), a public repository of structured organic reaction records. The task is: describe an organic reaction: reactants, conditions, products, and yield Reactants: CC(=O)OCCc1ccc(OCc2ccccc2)c(C(=O)Nc2cc(-c3ccccc3)ccc2C(=O)OC(C)(C)C)c1, CC(=O)O, CO, [Na+], C1COCCO1, [OH-]. Product: CC(C)(C)OC(=O)c1ccc(-c2ccccc2)cc1NC(=O)c1cc(CCO)ccc1OCc1ccccc1. RXN SMILES: [C:3](=[O:4])([CH3:5])[O:6][CH2:7][CH2:8][c:9]1[cH:10][cH:11][c:12]([O:37][CH2:38][c:39]2[cH:40][cH:41][cH:42][cH:43][cH:44]2)[c:13]([C:14](=[O:15])[NH:16][c:17]2[c:18]([C:19](=[O:20])[O:21][C:22]([CH3:23])([CH3:24])[CH3:25])[cH:26][cH:27][c:28](-[c:30]3[cH:31][cH:32][cH:33][cH:34][cH:35]3)[cH:29]2)[cH:36]1.[CH3:45][C:46](=[O:47])[OH:48].[CH3:49][OH:50].[Na+:2].[O:51]1[CH2:52][CH2:53][O:54][CH2:55][CH2:56]1.[OH-:1]>>[OH:6][CH2:7][CH2:8][c:9]1[cH:10][cH:11][c:12]([O:37][CH2:38][c:39]2[cH:40][cH:41][cH:42][cH:43][cH:44]2)[c:13]([C:14](=[O:15])[NH:16][c:17]2[c:18]([C:19](=[O:20])[O:21][C:22]([CH3:23])([CH3:24])[CH3:25])[cH:26][cH:27][c:28](-[c:30]3[cH:31][cH:32][cH:33][cH:34][cH:35]3)[cH:29]2)[cH:36]1.